From a dataset of the Open Reaction Database (ORD), a public repository of structured organic reaction records. describe an organic reaction: reactants, conditions, products, and yield Product: CC(=O)N(Cc1cc(C(F)(F)F)cc(C(F)(F)F)c1)C1CCCN(C(=O)OC(C)C)c2ccc(N)cc21. Reactants: CC(=O)N(Cc1cc(C(F)(F)F)cc(C(F)(F)F)c1)C1CCCN(C(=O)OC(C)C)c2ccc(N=C(c3ccccc3)c3ccccc3)cc21, CCOC(C)=O, Cl, C1CCOC1. RXN SMILES: [C:2]([CH3:3])(=[O:4])[N:5]([CH:6]1[c:7]2[c:8]([cH:19][cH:20][c:21]([N:23]=[C:24]([c:25]3[cH:26][cH:27][cH:28][cH:29][cH:30]3)[c:31]3[cH:32][cH:33][cH:34][cH:35][cH:36]3)[cH:22]2)[N:9]([C:13](=[O:14])[O:15][CH:16]([CH3:17])[CH3:18])[CH2:10][CH2:11][CH2:12]1)[CH2:37][c:38]1[cH:39][c:40]([C:48]([F:49])([F:50])[F:51])[cH:41][c:42]([C:44]([F:45])([F:46])[F:47])[cH:43]1.[CH3:57][CH2:58][O:59][C:60](=[O:61])[CH3:62].[ClH:1].[O:52]1[CH2:53][CH2:54][CH2:55][CH2:56]1>>[C:2]([CH3:3])(=[O:4])[N:5]([CH:6]1[c:7]2[c:8]([cH:19][cH:20][c:21]([NH2:23])[cH:22]2)[N:9]([C:13](=[O:14])[O:15][CH:16]([CH3:17])[CH3:18])[CH2:10][CH2:11][CH2:12]1)[CH2:37][c:38]1[cH:39][c:40]([C:48]([F:49])([F:50])[F:51])[cH:41][c:42]([C:44]([F:45])([F:46])[F:47])[cH:43]1. The reactants are CCCC1CCC(C(=O)C(CC(=O)c2ccccc2)C(=O)OCC)CC1, CCCC[N+](CCCC)(CCCC)CCCC, Cc1ccccc1, [Na+], [OH-], O=S(=O)([O-])O. The product is CCCC1CCC(C(=O)CCC(=O)c2ccccc2)CC1. As a reaction SMILES: [CH2:1]([O:2][C:3](=[O:4])[CH:5]([CH2:6][C:7]([c:8]1[cH:9][cH:10][cH:11][cH:12][cH:13]1)=[O:14])[C:15](=[O:16])[CH:17]1[CH2:18][CH2:19][CH:20]([CH2:23][CH2:24][CH3:25])[CH2:21][CH2:22]1)[CH3:26].[CH2:41]([N+:42]([CH2:43][CH2:44][CH2:45][CH3:46])([CH2:47][CH2:48][CH2:49][CH3:50])[CH2:51][CH2:52][CH2:53][CH3:54])[CH2:55][CH2:56][CH3:57].[CH3:29][c:30]1[cH:31][cH:32][cH:33][cH:34][cH:35]1.[Na+:28].[OH-:27].[S:36]([O-:37])([OH:38])(=[O:39])=[O:40]>>[CH2:5]([CH2:6][C:7]([c:8]1[cH:9][cH:10][cH:11][cH:12][cH:13]1)=[O:14])[C:15](=[O:16])[CH:17]1[CH2:18][CH2:19][CH:20]([CH2:23][CH2:24][CH3:25])[CH2:21][CH2:22]1. Starting materials: CCOC(=O)C(CC)C(=O)OCC, CC(C(=O)O)C(=O)NCc1cc(F)cc(F)c1. The product is CCC(C(=O)O)C(=O)NCc1cc(F)cc(F)c1. RXN SMILES: [CH2:18]([CH:19]([C:20]([O:21][CH2:22][CH3:23])=[O:24])[C:25]([O:26][CH2:27][CH3:28])=[O:29])[CH3:30].[F:1][c:2]1[cH:3][c:4]([CH2:5][NH:6][C:7]([CH:8]([C:9](=[O:10])[OH:11])[CH3:12])=[O:13])[cH:14][c:15]([F:17])[cH:16]1>>[F:1][c:2]1[cH:3][c:4]([CH2:5][NH:6][C:7]([CH:8]([C:9](=[O:10])[OH:11])[CH2:12][CH3:18])=[O:13])[cH:14][c:15]([F:17])[cH:16]1. Reactants: O=C1NC(=O)c2ccccc21, CN(C)C=O, Cc1oc2c([N+](=O)[O-])cccc2c1CCl, [K], O. Yields the product Cc1oc2c([N+](=O)[O-])cccc2c1CN1C(=O)c2ccccc2C1=O. As a reaction SMILES: [C:16]1(=[O:26])[c:17]2[c:18]([cH:22][cH:23][cH:24][cH:25]2)[C:19](=[O:21])[NH:20]1.[CH3:29][N:30]([CH3:31])[CH:32]=[O:33].[Cl:1][CH2:2][c:3]1[c:4]2[c:5]([o:6][c:7]1[CH3:8])[c:9]([N+:13](=[O:14])[O-:15])[cH:10][cH:11][cH:12]2.[K:27].[OH2:28]>>[CH2:2]([c:3]1[c:4]2[c:5]([o:6][c:7]1[CH3:8])[c:9]([N+:13](=[O:14])[O-:15])[cH:10][cH:11][cH:12]2)[N:20]1[C:16](=[O:26])[c:17]2[c:18]([cH:22][cH:23][cH:24][cH:25]2)[C:19]1=[O:21]. Reactants: C(C)(=O)O[C@@H]1O[C@@H]([C@H]([C@@H]([C@H]1NC(=S)NC)OC(C)=O)OC(C)=O)COC(C)=O ((2S,3R,4R,5S,6R)-6-(acetoxymethyl)-3-(3-methylthioureido)-tetrahydro-2H-pyran-2,4,5-triyl triacetate), Cl[Sn](Cl)(Cl)Cl (SnCl4). Run in C(Cl)Cl (DCM). Conditions: time 16 hour. Yields the product C(C)(=O)O[C@H]1[C@@H](C2N=C(SC2O[C@@H]1COC(C)=O)NC)OC(C)=O ((5R,6S,7R)-5-(acetoxymethyl)-2-(methylamino)-5,6,7,7a-tetrahydro-3aH-pyrano[3,2-d]thiazole-6,7-diyl diacetate). The yield is 76.4%. As a reaction SMILES: C(O[C@H:5]1[C@H:10]([NH:11][C:12]([NH:14][CH3:15])=[S:13])[C@@H:9]([O:16][C:17](=[O:19])[CH3:18])[C@H:8]([O:20][C:21](=[O:23])[CH3:22])[C@@H:7]([CH2:24][O:25][C:26](=[O:28])[CH3:27])[O:6]1)(=O)C.Cl[Sn](Cl)(Cl)Cl>C(Cl)Cl>[C:21]([O:20][C@@H:8]1[C@@H:7]([CH2:24][O:25][C:26](=[O:28])[CH3:27])[O:6][CH:5]2[CH:10]([N:11]=[C:12]([NH:14][CH3:15])[S:13]2)[C@H:9]1[O:16][C:17](=[O:19])[CH3:18])(=[O:23])[CH3:22]. Procedure: (2S,3R,4R,5S,6R)-6-(acetoxymethyl)-3-(3-methylthioureido)-tetrahydro-2H-pyran-2,4,5-triyl triacetate (0.457 g, 1.09 mmol) was added to dry DCM, and SnCl4 (1.13 g, 4.33 mmol) was added dropwise. The reaction was stirred at room temperature overnight (16 h). The reaction was quenched with saturated aqueous NaHCO3 until the solution was basic and no more gas was evolved. The aqueous layer was extracted three times with DCM and the combined organic layers were dried with MgSO4, filtered and concentr...